From a dataset of the Open Reaction Database (ORD), a public repository of structured organic reaction records. describe an organic reaction: reactants, conditions, products, and yield The solvent is O1CCCC1 (tetrahydrofuran). Reaction conditions: time 1 hour. The reactants are C(=O)(N1C=NC=C1)N1C=NC=C1 (1,1'-Carbonyldiimidazole), CN1C(N(C(C=C1C(F)(F)F)=O)C=1C=CC2=C(C(=NS2)COCC(=O)O)C1)=O ({{5-[3,6-dihydro-3-methyl-2,6-dioxo-4-(trifluoromethyl)-1(2H)-pyrimidinyl]-1,2-benzisothiazol-3-yl}methoxy}acetic acid), N12CCCCCC2=NCCC1 (1,8-diazabicyclo[5.4.0]undec-7-ene), resultant mixture, CS(=O)(=O)N (Methylsulfonamide), Cl (hydrochloric acid). The yield is 56.3%. Yields the product CN1C(N(C(C=C1C(F)(F)F)=O)C=1C=CC2=C(C(=NS2)COCC(=O)NS(=O)(=O)C)C1)=O ({5-[3,6-Dihydro-3-methyl-2,6-dioxo-4-(trifluoromethyl)-1(2H)-pyrimidinyl]-1,2-benzisothiazol-3-yl}methoxy-N-(methylsulfonyl)acetamide). Procedure: 1,1'-Carbonyldiimidazole (1.17 g, 0.00722 mol) is added to a solution of {{5-[3,6-dihydro-3-methyl-2,6-dioxo-4-(trifluoromethyl)-1(2H)-pyrimidinyl]-1,2-benzisothiazol-3-yl}methoxy}acetic acid (1.50 g, 0.00361 mol) in tetrahydrofuran. The mixture is stirred one hour at reflux and cooled to room temperature. Methylsulfonamide (0.755 g, 0.00794 mol) is added, followed by 1,8-diazabicyclo[5.4.0]undec-7-ene (1.19 ml, 0.00794 mol). The resultant mixture is stirred overnight at room temperature, poured... RXN SMILES: C(N1C=CN=C1)(N1C=CN=C1)=O.[CH3:13][N:14]1[C:19]([C:20]([F:23])([F:22])[F:21])=[CH:18][C:17](=[O:24])[N:16]([C:25]2[CH:26]=[CH:27][C:28]3[S:32][N:31]=[C:30]([CH2:33][O:34][CH2:35][C:36](O)=[O:37])[C:29]=3[CH:39]=2)[C:15]1=[O:40].[CH3:41][S:42]([NH2:45])(=[O:44])=[O:43].N12CCCN=C1CCCCC2.Cl>O1CCCC1>[CH3:13][N:14]1[C:19]([C:20]([F:23])([F:22])[F:21])=[CH:18][C:17](=[O:24])[N:16]([C:25]2[CH:26]=[CH:27][C:28]3[S:32][N:31]=[C:30]([CH2:33][O:34][CH2:35][C:36]([NH:45][S:42]([CH3:41])(=[O:44])=[O:43])=[O:37])[C:29]=3[CH:39]=2)[C:15]1=[O:40]. The reactants are COCCOC, Cl, Fc1ncccc1-c1ccc2c(c1)-c1nccn1CCO2. Product: O=c1[nH]cccc1-c1ccc2c(c1)-c1nccn1CCO2. RXN SMILES: [CH3:23][O:24][CH2:25][CH2:26][O:27][CH3:28].[ClH:22].[F:1][c:2]1[n:3][cH:4][cH:5][cH:6][c:7]1-[c:8]1[cH:9][cH:10][c:11]2[c:12]([cH:21]1)-[c:13]1[n:14]([cH:18][cH:19][n:20]1)[CH2:15][CH2:16][O:17]2>>[c:2]1(=[O:24])[nH:3][cH:4][cH:5][cH:6][c:7]1-[c:8]1[cH:9][cH:10][c:11]2[c:12]([cH:21]1)-[c:13]1[n:14]([cH:18][cH:19][n:20]1)[CH2:15][CH2:16][O:17]2. Reactants: NC1=C(C=C(C=C1)C=1CCC(NN1)=O)Cl (6-(4-amino-3-chlorophenyl)-4,5-dihydro-3(2H)pyridazinone). Run in O (water), C(C)(C)O (isopropanol). Yields the product NC1=C(C=C(C=C1)C=1C=CC(NN1)=O)Cl (6-(4-amino-3-chlorophenyl)-3(2H)pyridazinone). As a reaction SMILES: [NH2:1][C:2]1[CH:7]=[CH:6][C:5]([C:8]2[CH2:9][CH2:10][C:11](=[O:14])[NH:12][N:13]=2)=[CH:4][C:3]=1[Cl:15]>O.C(O)(C)C>[NH2:1][C:2]1[CH:7]=[CH:6][C:5]([C:8]2[CH:9]=[CH:10][C:11](=[O:14])[NH:12][N:13]=2)=[CH:4][C:3]=1[Cl:15]. Procedure details: 3 In a mixture of water and isopropanol (20 : 5) was suspended 0.34 g. of 6-(4-amino-3-chlorophenyl)-4,5-dihydro-3(2H)pyridazinone. The resulting suspension was then treated in the manner as in Example 7 - 3 to give 0.18 g. of the desired product of m.p. 280° - 282° C. Yields the product C1(CC1)NC=1C(=CC=CC1F)N (N1-cyclopropyl-6-fluorobenzene-1,2-diamine). The reactants are C1(CC1)NC1=C(C=CC=C1[N+](=O)[O-])F (N-cyclopropyl-2-fluoro-6-nitroaniline). As a reaction SMILES: [CH:1]1([NH:4][C:5]2[C:10]([N+:11]([O-])=O)=[CH:9][CH:8]=[CH:7][C:6]=2[F:14])[CH2:3][CH2:2]1>CO>[CH:1]1([NH:4][C:5]2[C:10]([NH2:11])=[CH:9][CH:8]=[CH:7][C:6]=2[F:14])[CH2:3][CH2:2]1. Procedure: To a solution of N-cyclopropyl-2-fluoro-6-nitroaniline (650 mg, 3.31 mmol) in MeOH (15 mL) palladium 10 wt % on carbon (176 mg, 0.166 mmol) was added under N2. After flushing the flask with N2 for two minutes, the solution was stirred under a H2 balloon. After 6 h, the mixture was filtered through a celite pad rinsed with MeOH, and concentrated under reduced pressure. The residue was purified by column chromatography on a silica gel column using EtOAc:DCM (1:1) as eluent to give N1-cyclopropyl-6... Solvent: CO (MeOH). Conditions: time 6 hour.